Dataset: the Open Reaction Database (ORD), a public repository of structured organic reaction records. Task: describe an organic reaction: reactants, conditions, products, and yield Solvent: O (water). The yield is 93.2%. Starting materials: CC(C)O (2-propanol), Cl (hydrochloric acid), NC1=C(C=C2C(C(N(C2=C1)CCCCC)=O)(C)C)NC(\C=C\C1=C(C=CC=C1)N)=O ((E)-N-(6-Amino-3,3-dimethyl-2-oxo-1-pentyl-2,3-dihydro-1H-indol-5-yl)-3-(2-amino-phenyl)-acrylamide). Reported procedure: (E)-N-(6-Amino-3,3-dimethyl-2-oxo-1-pentyl-2,3-dihydro-1H-indol-5-yl)-3-(2-amino-phenyl)-acrylamide (0.82 g) is dissolved in water, 2-propanol and concentrated hydrochloric acid and heated for 3 h under reflux. After re-cooling the mixture is concentrated in vacuo. The residue is taken-up in EtOAc and saturated K2CO3 solution. After an aqueous work-up the desired compound (0.73 g) is obtained as a yellow solid. A small amount was treated with hydrochloric acid (2 N) to give the hydrochloric salt... Reaction SMILES: [NH2:1][C:2]1[CH:10]=[C:9]2[C:5]([C:6]([CH3:18])([CH3:17])[C:7](=[O:16])[N:8]2[CH2:11][CH2:12][CH2:13][CH2:14][CH3:15])=[CH:4][C:3]=1[NH:19][C:20](=O)/[CH:21]=[CH:22]/[C:23]1[CH:28]=[CH:27][CH:26]=[CH:25][C:24]=1[NH2:29].CC(O)C.Cl>O>[NH2:29][C:24]1[CH:25]=[CH:26][CH:27]=[CH:28][C:23]=1/[CH:22]=[CH:21]/[C:20]1[NH:19][C:3]2=[CH:4][C:5]3[C:6]([CH3:18])([CH3:17])[C:7](=[O:16])[N:8]([CH2:11][CH2:12][CH2:13][CH2:14][CH3:15])[C:9]=3[CH:10]=[C:2]2[N:1]=1. The product is NC1=C(C=CC=C1)/C=C/C1=NC=2C(=CC=3C(C(N(C3C2)CCCCC)=O)(C)C)N1 (2-[(E)-2-(2-Amino-phenyl)-vinyl]-7,7-dimethyl-5-pentyl-5,7-dihydro-1H-imidazo[4,5-f]indol-6-one). The solvent is C(Cl)Cl (CH2Cl2). The reactants are BrC\C(=C/[C@H]([C@@H]([C@H](C=C)OC)O)C)\C ((3S,4S,5R,Z)-8-Bromo-3-methoxy-5,7-dimethylocta-1,6-dien-4-ol), N1=C(C=CC=C1C)C (2,6-lutidine), [Si](C)(C)(C(C)(C)C)OS(=O)(=O)C(F)(F)F (TBSOTf). Run at temperature -15 celsius, time 1 hour. Yields the product BrC\C(=C/[C@H]([C@@H]([C@H](C=C)OC)O[Si](C)(C)C(C)(C)C)C)\C (((3S,4S,5R,Z)-8-Bromo-3-methoxy-5,7-dimethylocta-1,6-dien-4-yloxy)(tert-butyl)dimethylsilane). Procedure details: To a solution of secondary alcohol 12 (5.04 g, 19.23 mmol) in CH2Cl2 (150 mL) at −15° C. was added 2,6-lutidine (3.4 mL, 28.85 mmol) and TBSOTf (6.2 mL, 26.92 mmol). After stirring at −15° C. for 1 h, the reaction mixture was quenched with MeOH (20 mL) at −15° C. The mixture was treated with saturated NH4Cl aqueous solution. The organic layer was separated and the aqueous layer was extracted with CH2Cl2 (3×). The combined organic layers were washed with brine, dried (MgSO4), filtered and concent... Reaction SMILES: [Br:1][CH2:2]/[C:3](/[CH3:14])=[CH:4]\[C@@H:5]([CH3:13])[C@H:6]([OH:12])[C@@H:7]([O:10][CH3:11])[CH:8]=[CH2:9].N1C(C)=CC=CC=1C.[Si:23](OS(C(F)(F)F)(=O)=O)([C:26]([CH3:29])([CH3:28])[CH3:27])([CH3:25])[CH3:24]>C(Cl)Cl>[Br:1][CH2:2]/[C:3](/[CH3:14])=[CH:4]\[C@@H:5]([CH3:13])[C@H:6]([O:12][Si:23]([C:26]([CH3:29])([CH3:28])[CH3:27])([CH3:25])[CH3:24])[C@@H:7]([O:10][CH3:11])[CH:8]=[CH2:9]. The yield is 90.9%. The reactants are Cl.NCC1(CN(CCC1)C[C@H](O)C1=C(C2=C(C(OC2)=O)C=C1)C)C (5-[(R)-2-[3-(aminomethyl)-3-methylpiperidin-1-yl]-1-hydroxyethyl]-4-methyl-2-benzofuran1(3H)-one hydrochloride), Cl.NCC1(CN(CCC1)C[C@H](O)C1=C(C2=C(C(OC2)=O)C=C1)C)C (5-[(R)-2-[3-(aminomethyl)-3-methylpiperidin-1-yl]-1-hydroxyethyl]-4-methyl-2-benzofuran1(3H)-one hydrochloride), CC1=C(C=CC=2C(OCC21)=O)[C@H]2OC2 (4-Methyl-5-[(2R)-oxiran-2-yl]-2-benzofuran-1(3H)-one), CC1=C(C=CC=2C(OCC21)=O)[C@H]2OC2 (4-Methyl-5-[(2R)-oxiran-2-yl]-2-benzofuran-1(3H)-one). Product: O[C@@H](CN1CC(CCC1)(C)CNC[C@@H](C1=C(C2=C(C(OC2)=O)C=C1)C)O)C1=C(C2=C(C(OC2)=O)C=C1)C (5-{(1R)-1-Hydroxy-2-[3-({[(2R)-2-hydroxy-2-(4-methyl-1-oxo-1,3-dihydro-2-benzofuran-5-yl)ethyl]amino}methyl)-3-methylpiperidin-1-yl]ethyl}-4-methyl-2-benzofuran-1(3H)-one). Reaction SMILES: Cl.[NH2:2][CH2:3][C:4]1([CH3:24])[CH2:9][CH2:8][CH2:7][N:6]([CH2:10][C@@H:11]([C:13]2[CH:22]=[CH:21][C:16]3[C:17](=[O:20])[O:18][CH2:19][C:15]=3[C:14]=2[CH3:23])[OH:12])[CH2:5]1.[CH3:25][C:26]1[C:34]2[CH2:33][O:32][C:31](=[O:35])[C:30]=2[CH:29]=[CH:28][C:27]=1[C@@H:36]1[CH2:38][O:37]1>>[OH:12][C@H:11]([C:13]1[CH:22]=[CH:21][C:16]2[C:17](=[O:20])[O:18][CH2:19][C:15]=2[C:14]=1[CH3:23])[CH2:10][N:6]1[CH2:7][CH2:8][CH2:9][C:4]([CH2:3][NH:2][CH2:38][C@H:36]([OH:37])[C:27]2[CH:28]=[CH:29][C:30]3[C:31](=[O:35])[O:32][CH2:33][C:34]=3[C:26]=2[CH3:25])([CH3:24])[CH2:5]1 |f:0.1|. Reported procedure: 5-{(1R)-1-Hydroxy-2-[3-({[(2R)-2-hydroxy-2-(4-methyl-1-oxo-1,3-dihydro-2-benzofuran-5-yl)ethyl]amino}methyl)-3-methylpiperidin-1-yl]ethyl}-4-methyl-2-benzofuran-1(3H)-one was prepared in a similar fashion to that described for the synthesis of EXAMPLE 1 starting from 5-[(R)-2-[3-(aminomethyl)-3-methylpiperidin-1-yl]-1-hydroxyethyl]-4-methyl-2-benzofuran1(3H)-one hydrochloride [INTERMEDIATE 8] and 4-methyl-5-[(2R)-oxiran-2-yl]-2-benzofuran-1 (3H)-one [INTERMEDIATE 2B]. The reactants are Cc1ccc(S(=O)(=O)n2cc(-c3nc(NC(C)C)ncc3C#N)c3cc(NC(=O)OCc4ccccc4)cnc32)cc1, CCO, O=C[O-], [NH4+]. The product is Cc1ccc(S(=O)(=O)n2cc(-c3nc(NC(C)C)ncc3C#N)c3cc(N)cnc32)cc1. As a reaction SMILES: [C:1](#[N:2])[c:3]1[c:4](-[c:13]2[cH:14][n:15]([S:33](=[O:34])(=[O:35])[c:36]3[cH:37][cH:38][c:39]([CH3:40])[cH:41][cH:42]3)[c:16]3[n:17][cH:18][c:19]([NH:22][C:23](=[O:24])[O:25][CH2:26][c:27]4[cH:28][cH:29][cH:30][cH:31][cH:32]4)[cH:20][c:21]23)[n:5][c:6]([NH:9][CH:10]([CH3:11])[CH3:12])[n:7][cH:8]1.[CH3:47][CH2:48][OH:49].[CH:43]([O-:44])=[O:45].[NH4+:46]>>[C:1](#[N:2])[c:3]1[c:4](-[c:13]2[cH:14][n:15]([S:33](=[O:34])(=[O:35])[c:36]3[cH:37][cH:38][c:39]([CH3:40])[cH:41][cH:42]3)[c:16]3[n:17][cH:18][c:19]([NH2:22])[cH:20][c:21]23)[n:5][c:6]([NH:9][CH:10]([CH3:11])[CH3:12])[n:7][cH:8]1.